This data is from the Open Reaction Database (ORD), a public repository of structured organic reaction records. The task is: describe an organic reaction: reactants, conditions, products, and yield The reactants are C(C)(C)[N-]C(C)C.[Li+] (lithium diisopropylamide), C1(CC=CC1)C(=O)OCC (ethyl cyclopent-3-enecarboxylate), ICC (iodoethane), C(C)(C)NC(C)C (diisopropylamine), C(CCC)[Li] (n-butyl lithium). The solvent is C1CCOC1 (THF), C1CCOC1 (THF). Reaction conditions: temperature 0 celsius, time 1 hour. Yields the product C(C)C1(CC=CC1)C(=O)OCC (Ethyl 1-ethylcyclopent-3-enecarboxylate). The yield is 86.9%. Reaction SMILES: [CH:1](NC(C)C)(C)[CH3:2].C([Li])CCC.C([N-]C(C)C)(C)C.[Li+].[CH:21]1([C:26]([O:28][CH2:29][CH3:30])=[O:27])[CH2:25][CH:24]=[CH:23][CH2:22]1.ICC>C1COCC1>[CH2:1]([C:21]1([C:26]([O:28][CH2:29][CH3:30])=[O:27])[CH2:25][CH:24]=[CH:23][CH2:22]1)[CH3:2] |f:2.3|. Procedure details: To a solution of diisopropylamine (10 mL, 72 mmol) in anhydrous THF (50 mL) was added n-butyl lithium (29 mL, 72 mmol, 2.5 M solution in hexane) over 20 min at −78° C. The mixture was stirred at 0° C. under nitrogen for 1 h. The freshly prepared lithium diisopropylamide was added to a mixture of ethyl cyclopent-3-enecarboxylate (6.7 g, 47.9 mmol) in anhydrous THF (50 mL) over 20 minutes at −78° C. After another 1 hour at this temperature, iodoethane (11.2 g, 72 mmol) was added over 20 min. Then ... Starting materials: C(C1=CC=CC=C1)OC=1C=CC(=C2C=CC(NC12)=O)[C@H](CBr)O[Si](C)(C)C(C)(C)C ((R)-8-(Benzyloxy)-5-(2-bromo-1-(tert-butyldimethylsilyloxy)ethyl)quinolin-2(1H)-one), FC(COCCCCCCN)(C1=CC=CC=C1)F (6-(2,2-Difluoro-2-phenylethoxy)hexan-1-amine), C([O-])(O)=O.[Na+] (sodium bicarbonate), [I-].[Na+] (sodium iodide). The solvent is CS(=O)C (dimethylsulfoxide), O (water). Reaction conditions: temperature 140 celsius. Yields the product C(C1=CC=CC=C1)OC=1C=CC(=C2C=CC(NC12)=O)[C@H](CNCCCCCCOCC(C1=CC=CC=C1)(F)F)O[Si](C)(C)C(C)(C)C (8-(benzyloxy)-5-((1R)-1-{[tert-butyl(dimethyl)silyl]oxy}-2-{[6-(2,2-difluoro-2-phenylethoxy)hexyl]amino}ethyl)quinolin-2(1H)-one). As a reaction SMILES: [CH2:1]([O:8][C:9]1[CH:10]=[CH:11][C:12]([C@@H:20]([O:23][Si:24]([C:27]([CH3:30])([CH3:29])[CH3:28])([CH3:26])[CH3:25])[CH2:21]Br)=[C:13]2[C:18]=1[NH:17][C:16](=[O:19])[CH:15]=[CH:14]2)[C:2]1[CH:7]=[CH:6][CH:5]=[CH:4][CH:3]=1.[F:31][C:32]([F:48])([C:42]1[CH:47]=[CH:46][CH:45]=[CH:44][CH:43]=1)[CH2:33][O:34][CH2:35][CH2:36][CH2:37][CH2:38][CH2:39][CH2:40][NH2:41].C(=O)(O)[O-].[Na+].[I-].[Na+]>CS(C)=O.O>[CH2:1]([O:8][C:9]1[CH:10]=[CH:11][C:12]([C@@H:20]([O:23][Si:24]([C:27]([CH3:30])([CH3:29])[CH3:28])([CH3:26])[CH3:25])[CH2:21][NH:41][CH2:40][CH2:39][CH2:38][CH2:37][CH2:36][CH2:35][O:34][CH2:33][C:32]([F:31])([F:48])[C:42]2[CH:43]=[CH:44][CH:45]=[CH:46][CH:47]=2)=[C:13]2[C:18]=1[NH:17][C:16](=[O:19])[CH:15]=[CH:14]2)[C:2]1[CH:7]=[CH:6][CH:5]=[CH:4][CH:3]=1 |f:2.3,4.5|. Procedure details: To a solution of (8-(benzyloxy)-5-((1R)-2-bromo-1-{[tert-butyl(dimethyl)silyl]oxy}ethyl)quinolin-2(1H)-one (V) (4.80 g, 9.83 mmol) and 6-(2,2-Difluoro-2-phenylethoxy)hexyl]amine (IV) (3.04 g, 11.8 mmol) in dimethylsulfoxide (13.5 mL) was added sodium bicarbonate (2.49 g, 29.4 mmol) and sodium iodide (2.22 g, 14.8 mmol). The mixture was heated at 140° C. for 2 hours. After cooling, the reaction was diluted with water (40 mL) and extracted with diethyl ether (2×20 mL). The combined organic extract... The reactants are Br.COC=1C=CC=2C=3N(C(=NC2C1)N)CCN3 (8-methoxy-2,3-dihydroimidazo[1,2-c]quinazolin-5-amine hydrobromide), [S-2].[Na+].[Na+] (sodium sulfide). Solvent: CN1C(CCC1)=O (1-methyl-2-pyrrolidinone). Reaction conditions: temperature 160 celsius. Product: NC1=NC=2C=C(C=CC2C=2N1CCN2)O (5-amino-2,3-dihydroimidazo[1,2-c]quinazolin-8-ol). Reaction SMILES: Br.C[O:3][C:4]1[CH:5]=[CH:6][C:7]2[C:8]3[N:9]([CH2:15][CH2:16][N:17]=3)[C:10]([NH2:14])=[N:11][C:12]=2[CH:13]=1.[S-2].[Na+].[Na+]>CN1CCCC1=O>[NH2:14][C:10]1[N:9]2[CH2:15][CH2:16][N:17]=[C:8]2[C:7]2[CH:6]=[CH:5][C:4]([OH:3])=[CH:13][C:12]=2[N:11]=1 |f:0.1,2.3.4|. Reported procedure: 8-Methoxy-2,3-dihydroimidazo[1,2-c]quinazolin-5-amine (Step 3, 1.00 g, 0.002 mol) was dissolved in 1-methyl-2-pyrrolidinone (20 ml) and treated with sodium sulfide (0.76 g, 0.010 mol) and heated to 160° C. for 5 h. It was cooled, filtered from reaction rinsing with EtOAc. The solid was dissolved in a minimal amount of water and brought to pH=1 with 2N HCl, then back to pH=7 with 1N NaOH and filtered. Starting materials: CC1=C(SC(=N1)C)/C=C/C(=O)N(C)C (3-dimethylamino-1-(2,4-dimethyl-thiazol-5-yl)-propenone), NC(=N)N (guanidine). Product: CC=1SC(=C(N1)C)C1=NC(=NC=C1)N (4-(2,4-Dimethyl-thiazol-5-yl)-pyrimidin-2-ylamine). Reaction SMILES: [CH3:1][C:2]1[N:6]=[C:5]([CH3:7])[S:4][C:3]=1/[CH:8]=[CH:9]/[C:10](N(C)C)=O.[NH2:15][C:16]([NH2:18])=[NH:17]>>[CH3:7][C:5]1[S:4][C:3]([C:8]2[CH:9]=[CH:10][N:15]=[C:16]([NH2:18])[N:17]=2)=[C:2]([CH3:1])[N:6]=1. Procedure details: This compound was prepared by heating equimolar amounts of 3-dimethylamino-1-(2,4-dimethyl-thiazol-5-yl)-propenone and guanidine in refluxing 2-methoxethanol. 1H-NMR (300 MHz, CDCl3) δ2.67 (s, 3H, CH3), 2.68 (s, 3H, CH3), 5.14 (br, 2H, NH2), 6.83 (d, 1H, J=5.3 Hz, pyrimidinyl-H), 8.30 (d, 1H, J=5.3 Hz, pyrimidinyl-H). RXN SMILES: [CH3:1][N:2]([CH3:12])[C:3]1[CH:11]=[CH:10][C:6]([C:7]([OH:9])=O)=[CH:5][CH:4]=1.F[C:14]1[C:19]([NH2:20])=[CH:18][CH:17]=[C:16]([F:21])[N:15]=1.CN(C=O)C.C([O-])([O-])=O.[K+].[K+]>C(Cl)Cl.N1C=CC=CC=1>[F:21][C:16]1[N:15]=[C:14]2[O:9][C:7]([C:6]3[CH:5]=[CH:4][C:3]([N:2]([CH3:1])[CH3:12])=[CH:11][CH:10]=3)=[N:20][C:19]2=[CH:18][CH:17]=1 |f:3.4.5|. The reactants are CN(C1=CC=C(C(=O)O)C=C1)C (4-dimethylamino-benzoic acid), 1-chloro-N,N-2-trimethylpropenylamine, CN(C)C=O (DMF), C(=O)([O-])[O-].[K+].[K+] (K2CO3), acid chloride, FC1=NC(=CC=C1N)F (2,6-difluoro-pyridin-3-ylamine). The product is FC1=CC=C2C(=N1)OC(=N2)C2=CC=C(C=C2)N(C)C ([4-(5-fluoro-oxazolo[5,4-b]pyridin-2-yl)-phenyl]-dimethyl-amine). The solvent is C(Cl)Cl (CH2Cl2), N1=CC=CC=C1 (pyridine). Isolated yield 43.5%. Reported procedure: To a solution of 4-dimethylamino-benzoic acid (635 mg, 3.84 mmol) in CH2Cl2 (38 mL) was added 1-chloro-N,N-2-trimethylpropenylamine (0.51 mL, 3.84 mmol). Following formation of the resulting acid chloride, the reaction mixture was concentrated affording a residue that was dissolved in pyridine (7.8 mL) before 2,6-difluoro-pyridin-3-ylamine (500 mg, 3.84) was added in one portion. After an additional 1 h, the reaction mixture was concentrated to dryness affording a residue to which was added DMF ... Run at temperature 150 celsius, time 1 hour.